describe an organic reaction: reactants, conditions, products, and yield From a dataset of the Open Reaction Database (ORD), a public repository of structured organic reaction records. Reactants: C1(=CC=CC=C1)C(N1CC(C1)(C)O)C1=CC=CC=C1 (1-Diphenylmethyl-3-hydroxy-3-methylazetidine), ClCC1(CO1)C (1-chloro-2,3-epoxy-2-methylpropane), C1(=CC=CC=C1)C(C1=CC=CC=C1)N (diphenylmethylamine). The solvent is CO (methanol). Run at time 3 day. Yields the product Cl.C1(=CC=CC=C1)C(N1CC(C1)(C)O)C1=CC=CC=C1 (1-diphenylmethyl-3-hydroxy-3-methylazetidine hydrochloride). Yield: 85.0%. As a reaction SMILES: [C:1]1([CH:7]([C:14]2[CH:19]=[CH:18][CH:17]=[CH:16][CH:15]=2)[N:8]2[CH2:11][C:10]([OH:13])([CH3:12])[CH2:9]2)[CH:6]=[CH:5][CH:4]=[CH:3][CH:2]=1.[Cl:20]CC1(C)OC1.C1(C(N)C2C=CC=CC=2)C=CC=CC=1>CO>[ClH:20].[C:14]1([CH:7]([C:1]2[CH:2]=[CH:3][CH:4]=[CH:5][CH:6]=2)[N:8]2[CH2:11][C:10]([OH:13])([CH3:12])[CH2:9]2)[CH:15]=[CH:16][CH:17]=[CH:18][CH:19]=1 |f:4.5|. Procedure details: b,c) 1-Diphenylmethyl-3-hydroxy-3-methylazetidine. 12.5 g (117.3 mmol) of 1-chloro-2,3-epoxy-2-methylpropane are added to a solution of 21.5 g (117.3 mmol) of diphenylmethylamine dissolved in 50 ml of methanol, and the mixture is left for 3 days at room temperature and subsequently for 3 days under reflux. The methanol is evaporated off under reduced pressure, the resulting solid is washed with acetone and filtered off, and 28.8 g (85%) of 1-diphenylmethyl-3-hydroxy-3-methylazetidine hydrochlori... The reactants are C(C)(=O)OC(C)=O (acetic anhydride), CN(CN(C)C)C (N,N,N′,N′-tetramethylmethanediamine), BrC=1C=C2C(CC(OC2=CC1)(C)C)=O (6-bromo-2,2-dimethyl-2,3-dihydro-4H-chromen-4-one), C(C)(=O)O (acetic acid). The solvent is O1CCCC1 (tetrahydrofuran). Reaction conditions: temperature 70 celsius, time 24 hour. Yields the product BrC=1C=C2C(C(C(OC2=CC1)(C)C)=C)=O (6-bromo-2,2-dimethyl-3-methylene-2,3-dihydro-4H-chromen-4-one). Isolated yield 87.4%. As a reaction SMILES: CN(C)CN(C)C.[Br:8][C:9]1[CH:10]=[C:11]2[C:16](=[CH:17][CH:18]=1)[O:15][C:14]([CH3:20])([CH3:19])[CH2:13][C:12]2=[O:21].[C:22](O)(=O)C.C(OC(=O)C)(=O)C>O1CCCC1>[Br:8][C:9]1[CH:10]=[C:11]2[C:16](=[CH:17][CH:18]=1)[O:15][C:14]([CH3:19])([CH3:20])[C:13](=[CH2:22])[C:12]2=[O:21]. Reported procedure: N,N,N′,N′-tetramethylmethanediamine (4.8 g, 47 mmol) was added to a solution of 6-bromo-2,2-dimethyl-2,3-dihydro-4H-chromen-4-one (3.0 g, 12 mmol) and acetic acid (0.67 ml, 12 mmol) in tetrahydrofuran (43 ml), and the mixture was stirred at 70° C. for 24 hours. To the mixture was added acetic anhydride (4.4 ml, 47 mmol), and the mixture was stirred at 70° C. for 4 hours and concentrated in vacuo. The residue was directly purified by silica gel column chromatography (hexane/ethyl acetate=20:1) to... The reactants are CC(C)(C)OC(=O)Nc1ccsc1, ClCCl, O=C1CCC(=O)N1Br. Product: CC(C)(C)OC(=O)Nc1ccsc1Br. As a reaction SMILES: [C:9]([CH3:10])([CH3:11])([CH3:12])[O:13][C:14]([NH:15][c:16]1[cH:17][s:18][cH:19][cH:20]1)=[O:21].[Cl:22][CH2:23][Cl:24].[O:1]=[C:2]1[N:3]([Br:8])[C:4](=[O:5])[CH2:6][CH2:7]1>>[Br:8][c:17]1[c:16]([NH:15][C:14]([O:13][C:9]([CH3:10])([CH3:11])[CH3:12])=[O:21])[cH:20][cH:19][s:18]1. Starting materials: CC(C)(C)OC(=O)c1ccc(Br)cc1, COC(=O)CC(=O)OC, Cc1ccccc1, [K+], [K+], [K+], O=P([O-])([O-])[O-]. Yields the product COC(=O)C(C(=O)OC)c1ccc(C(=O)OC(C)(C)C)cc1. As a reaction SMILES: [C:18]([CH3:19])([CH3:20])([CH3:21])[O:22][C:23]([c:24]1[cH:25][cH:26][c:27]([Br:30])[cH:28][cH:29]1)=[O:31].[C:1]([CH2:2][C:3](=[O:4])[O:5][CH3:6])(=[O:7])[O:8][CH3:9].[CH3:32][c:33]1[cH:34][cH:35][cH:36][cH:37][cH:38]1.[K+:15].[K+:16].[K+:17].[P:10]([O-:11])([O-:12])([O-:13])=[O:14]>>[C:1]([CH:2]([C:3](=[O:4])[O:5][CH3:6])[c:27]1[cH:26][cH:25][c:24]([C:23]([O:22][C:18]([CH3:19])([CH3:20])[CH3:21])=[O:31])[cH:29][cH:28]1)(=[O:7])[O:8][CH3:9]. Reactants: CC1=CC=NC=C1 (4-methylpyridine), C(C)(=O)OC(C)=O (acetic anhydride), C(C)(=O)Cl (acetyl chloride). The solvent is C(C)O (ethanol). Run at temperature 50 celsius, time 7.5 minute. Product: N1=CC=C(C=C1)CC(C)=O (1-(4-pyridinyl)-2-propanone). Reaction SMILES: [CH3:1][C:2]1[CH:7]=[CH:6][N:5]=[CH:4][CH:3]=1.[C:8](OC(=O)C)(=[O:10])[CH3:9].C(Cl)(=O)C>C(O)C>[N:5]1[CH:6]=[CH:7][C:2]([CH2:1][C:8](=[O:10])[CH3:9])=[CH:3][CH:4]=1. Procedure details: To 10 g of 4-methylpyridine and 32.75 g acetic anhydride, maintained at room temperature, was added 1 ml of acetyl chloride, dropwise over 5-10 min. The solution was then warmed to 50° C. for 6-16 hours. The black reaction mixture was then cooled to 0° C. and 100 mls of ethanol, was added dropwise. The reaction mixture was stirred for 1 hour after the addition, then refluxed for 4-12 hours. The alcohol was removed under reduced pressure and the residue taken up in 100-150 ml methylene chloride. ...